Dataset: the Open Reaction Database (ORD), a public repository of structured organic reaction records. Task: describe an organic reaction: reactants, conditions, products, and yield The reactants are C1(=CC=CC=C1)C(Cl)(C1=CC=CC=C1)C1=CC=CC=C1 (triphenylchloromethane), ClCCl (dichloromethane), Br.BrCCN (2-bromoethanamine hydrobromide). Run in C(C)N(CC)CC (triethylamine). Conditions: time 48 hour. Yields the product BrCCNC(C1=CC=CC=C1)(C1=CC=CC=C1)C1=CC=CC=C1 (2-Bromo-N-(triphenylmethyl)ethanamine). RXN SMILES: [C:1]1([C:7]([C:15]2[CH:20]=[CH:19][CH:18]=[CH:17][CH:16]=2)([C:9]2[CH:14]=[CH:13][CH:12]=[CH:11][CH:10]=2)Cl)[CH:6]=[CH:5][CH:4]=[CH:3][CH:2]=1.ClCCl.Br.[Br:25][CH2:26][CH2:27][NH2:28]>C(N(CC)CC)C>[Br:25][CH2:26][CH2:27][NH:28][C:7]([C:15]1[CH:20]=[CH:19][CH:18]=[CH:17][CH:16]=1)([C:9]1[CH:14]=[CH:13][CH:12]=[CH:11][CH:10]=1)[C:1]1[CH:6]=[CH:5][CH:4]=[CH:3][CH:2]=1 |f:2.3|. Reported procedure: 272.1 g (976 mmol) of triphenylchloromethane, 800 ml of dichloromethane and 200 g (976 mmol) of 2-bromoethanamine hydrobromide are introduced into a 2-1 round bottom flask placed under nitrogen. The mixture is stirred and 300 ml of triethylamine are added dropwise and stirring is continued for 48 h. The triethylamine hydrochloride which precipitates is separated off, water is added to the filtrate, the organic phase is separated off and is washed with water and dried over sodium sulphate, and th... Reactants: C1(=CC=C(C=C1)[S@](=O)N)C ((S)-(+)-p-toluenesulfinamide), C[C@@H](C=O)[C@@H](CCC)C ((2R,3R)-2,3-dimethyl-hexanal). The reagents and catalysts are [O-]CC.[Ti+4].[O-]CC.[O-]CC.[O-]CC (Titanium(IV) ethoxide). Run in C1CCOC1 (THF), [Cl-].[Na+].O (brine). Run at time 18 hour. Yields the product C[C@@H](C=NS(=O)C1=CC=C(C=C1)C)[C@@H](CCC)C (4-Methyl-benzenesulfinic acid ((2R,3R)-2,3-dimethyl-hexylidene)-amide). Yield: 51.7%. As a reaction SMILES: [C:1]1([CH3:10])[CH:6]=[CH:5][C:4]([S@@:7]([NH2:9])=[O:8])=[CH:3][CH:2]=1.[CH3:11][C@H:12]([C@H:15]([CH3:19])[CH2:16][CH2:17][CH3:18])[CH:13]=O>C1COCC1.[Cl-].[Na+].O.[O-]CC.[Ti+4].[O-]CC.[O-]CC.[O-]CC>[CH3:11][C@H:12]([C@H:15]([CH3:19])[CH2:16][CH2:17][CH3:18])[CH:13]=[N:9][S:7]([C:4]1[CH:5]=[CH:6][C:1]([CH3:10])=[CH:2][CH:3]=1)=[O:8] |f:3.4.5,6.7.8.9.10|. Procedure details: Titanium(IV) ethoxide (5.16 g, 22.6 mmol) and (S)-(+)-p-toluenesulfinamide (7.02 g, 45.2 mmol) were added to (2R,3R)-2,3-dimethyl-hexanal (2.9 g, 22.6 mmol) in dry THF (30 mL). The resulting mixture was stirred at room temperature for 18 hours and poured into a brine solution (40 mL). The slurry was rapidly stirred for 10 minutes and filtered. The filtrate was extracted into ethyl acetate, washed with brine and dried over MgSO4. The solvent was evaporated and the residue was filtered through a s...